From a dataset of the Open Reaction Database (ORD), a public repository of structured organic reaction records. describe an organic reaction: reactants, conditions, products, and yield Starting materials: NC1=C(C=CC=C1)CO ((2-aminophenyl)methanol), O=C(CC(=O)OC)CC(=O)OC (dimethyl 3-oxopentanedioate), [BH-](OC(=O)C)(OC(=O)C)OC(=O)C.[Na+] (NaBH(OAc)3). Solvent: ClC(C)Cl (dichloroethane). The product is OCC1=C(NC(CC(=O)OC)CC(=O)OC)C=CC=C1 (Dimethyl 3-[2-(hydroxymethyl)anilino]pentanedioate). Reaction SMILES: O=[C:2]([CH2:8][C:9]([O:11][CH3:12])=[O:10])[CH2:3][C:4]([O:6][CH3:7])=[O:5].[NH2:13][C:14]1[CH:19]=[CH:18][CH:17]=[CH:16][C:15]=1[CH2:20][OH:21].[BH-](OC(C)=O)(OC(C)=O)OC(C)=O.[Na+]>ClC(Cl)C>[OH:21][CH2:20][C:15]1[CH:16]=[CH:17][CH:18]=[CH:19][C:14]=1[NH:13][CH:2]([CH2:8][C:9]([O:11][CH3:12])=[O:10])[CH2:3][C:4]([O:6][CH3:7])=[O:5] |f:2.3|. Procedure: There are added in succession, to a solution of dimethyl 3-oxopentanedioate (5 g; 28.71 mmol; 4.2 ml) in dichloroethane (125 ml) at 0° C., (2-aminophenyl)methanol (2.95 g; 23.93 mol), and then NaBH(OAc)3 (6 g; 28.71 mol) in small portions. Reactants: C(CCC)C=1N(C(N(N1)C1=C(C=CC=C1)C(F)(F)F)=O)CC1=CC=C(C=C1)C1=C(C=CC=C1)S(N)(=O)=O (5-n-Butyl-2,4-dihydro-4-[(2'-sulfamoylbiphenyl-4-yl)methyl]-2-[2-(trifluoromethyl)phenyl]-3H-1,2,4-triazol-3-one), C(C1=CC=CC=C1)(=O)Cl (benzoyl chloride). Yields the product crude product, C(C1=CC=CC=C1)(=O)NS(=O)(=O)C1=C(C=CC=C1)C1=CC=C(C=C1)CN1C(N(N=C1CCCC)C1=C(C=CC=C1)C(F)(F)F)=O (4-[[2'-(N-Benzoylsulfamoyl)biphenyl-4-yl]methyl]-5-n-butyl-2,4-dihydro-2-[2-(trifluoromethyl)phenyl]-3H-1,2,4-triazol-3-one). Yield: 75.0%. Reaction SMILES: [CH2:1]([C:5]1[N:6]([CH2:21][C:22]2[CH:27]=[CH:26][C:25]([C:28]3[CH:33]=[CH:32][CH:31]=[CH:30][C:29]=3[S:34](=[O:37])(=[O:36])[NH2:35])=[CH:24][CH:23]=2)[C:7](=[O:20])[N:8]([C:10]2[CH:15]=[CH:14][CH:13]=[CH:12][C:11]=2[C:16]([F:19])([F:18])[F:17])[N:9]=1)[CH2:2][CH2:3][CH3:4].[C:38](Cl)(=[O:45])[C:39]1[CH:44]=[CH:43][CH:42]=[CH:41][CH:40]=1>>[C:38]([NH:35][S:34]([C:29]1[CH:30]=[CH:31][CH:32]=[CH:33][C:28]=1[C:25]1[CH:26]=[CH:27][C:22]([CH2:21][N:6]2[C:5]([CH2:1][CH2:2][CH2:3][CH3:4])=[N:9][N:8]([C:10]3[CH:15]=[CH:14][CH:13]=[CH:12][C:11]=3[C:16]([F:19])([F:18])[F:17])[C:7]2=[O:20])=[CH:23][CH:24]=1)(=[O:37])=[O:36])(=[O:45])[C:39]1[CH:44]=[CH:43][CH:42]=[CH:41][CH:40]=1. Procedure details: The reaction of 5-n-butyl-2,4-dihydro-4-[(2'-sulfamoylbiphenyl-4-yl)methyl]-2-[2-(trifluoromethyl)phenyl]-3H-1,2,4-triazol-3-one (from Step C) with benzoyl chloride was carried out according to the method of Example 13, Step C. Flash chromatography of the crude product on silica gel (gradient elution with 0.5-5% MeOH in CH2Cl2) provided a 75% yield of the title compound as white crystals, mp 91°-93° C.; satisfactory purity by TLC 19:1 CH2Cl2 --MeOH; mass spectrum (FAB) m/e 673 (M+K)+. Starting materials: NCC=1C=C2CC(NC2=CC1)=O (5-Aminomethyl-1,3-dihydro-indol-2-one), C12C(OC(C2C1)=O)=O (3-oxa-bicyclo[3.1.0]-hexane-2,4-dione). Solvent: C(C)(=O)O (acetic acid). Yields the product O=C1NC2=CC=C(C=C2C1)CN1C([C@@H]2C[C@@H]2C1=O)=O ((1R,5S)-3-(2-oxo-2,3-dihydro-1H-indol-5-ylmethyl)-3-aza-bicyclo[3.1.0]-hexane-2,4-dione). Reaction SMILES: [NH2:1][CH2:2][C:3]1[CH:4]=[C:5]2[C:9](=[CH:10][CH:11]=1)[NH:8][C:7](=[O:12])[CH2:6]2.[CH:13]12[CH2:18][CH:17]1[C:16](=[O:19])[O:15][C:14]2=O>C(O)(=O)C>[O:12]=[C:7]1[CH2:6][C:5]2[C:9](=[CH:10][CH:11]=[C:3]([CH2:2][N:1]3[C:14](=[O:15])[C@@H:13]4[C@@H:17]([CH2:18]4)[C:16]3=[O:19])[CH:4]=2)[NH:8]1. Procedure details: A solution of the compound obtained in Step C (15 mmoles) and 3-oxa-bicyclo[3.1.0]-hexane-2,4-dione (22.5 mmoles) in acetic acid (60 ml) is heated at reflux for 48 hours. The mixture is brought to ambient temperature and the solid formed is filtered off to yield the title product, which is used directly in the next reaction. Product: C1(=CC=C(C=C1)S(=O)(=O)OCC1=CC=C(C=C1)C1=C(C(=O)OC)C=CC=C1)C (methyl 2-(4'-p-toluenesulfonyloxymethylphenyl)benzoate). Reaction SMILES: [OH:1][CH2:2][C:3]1[CH:8]=[CH:7][C:6]([C:9]2[CH:18]=[CH:17][CH:16]=[CH:15][C:10]=2[C:11]([O:13][CH3:14])=[O:12])=[CH:5][CH:4]=1.[H-].[Na+].[C:21]1([CH3:31])[CH:26]=[CH:25][C:24]([S:27](Cl)(=[O:29])=[O:28])=[CH:23][CH:22]=1.[Cl-].[NH4+]>O1CCCC1>[C:21]1([CH3:31])[CH:26]=[CH:25][C:24]([S:27]([O:1][CH2:2][C:3]2[CH:8]=[CH:7][C:6]([C:9]3[CH:18]=[CH:17][CH:16]=[CH:15][C:10]=3[C:11]([O:13][CH3:14])=[O:12])=[CH:5][CH:4]=2)(=[O:29])=[O:28])=[CH:23][CH:22]=1 |f:1.2,4.5|. Procedure: 10.0 g (41 mmol) of methyl 2-(4'-hydroxymethylphenyl)benzoate was dissolved in tetrahydrofuran (200 ml). 2.0 g (50 mmol) of a 60% sodium hydride was added thereto under cooling with ice, followed by stirring for one hour. A solution of 8.65 g (45.4 mmol) of p-toluenesulfonyl chloride in tetrahydrofuran (50 ml) was dropwise added thereto. Then, the reaction was effected at room temperature for 2 hours and further reflux by heating was effected for 4 hours. The reaction liquid was cooled and added... Conditions: time 1 hour. Starting materials: C1(=CC=C(C=C1)S(=O)(=O)Cl)C (p-toluenesulfonyl chloride), [Cl-].[NH4+] (ammonium chloride), OCC1=CC=C(C=C1)C1=C(C(=O)OC)C=CC=C1 (methyl 2-(4'-hydroxymethylphenyl)benzoate), [H-].[Na+] (sodium hydride). Yield: 82.4%. The solvent is O1CCCC1 (tetrahydrofuran), O1CCCC1 (tetrahydrofuran). The reactants are CCCNc1nc(-c2ccc(C(F)(F)F)cc2)cs1, CN(C)C=O, CCOC(=O)CCc1ccc(OCc2ccc(CCl)cc2)cc1F, Cl, [H-], [Na+]. The product is CCCN(Cc1ccc(COc2ccc(CCC(=O)OCC)c(F)c2)cc1)c1nc(-c2ccc(C(F)(F)F)cc2)cs1. As a reaction SMILES: [CH2:1]([CH2:2][CH3:3])[NH:4][c:5]1[s:6][cH:7][c:8](-[c:10]2[cH:11][cH:12][c:13]([C:16]([F:17])([F:18])[F:19])[cH:14][cH:15]2)[n:9]1.[CH3:47][N:48]([CH3:49])[CH:50]=[O:51].[Cl:22][CH2:23][c:24]1[cH:25][cH:26][c:27]([CH2:28][O:29][c:30]2[cH:31][c:32]([F:43])[c:33]([CH2:36][CH2:37][C:38](=[O:39])[O:40][CH2:41][CH3:42])[cH:34][cH:35]2)[cH:44][cH:45]1.[ClH:46].[H-:20].[Na+:21]>>[CH2:1]([CH2:2][CH3:3])[N:4]([c:5]1[s:6][cH:7][c:8](-[c:10]2[cH:11][cH:12][c:13]([C:16]([F:17])([F:18])[F:19])[cH:14][cH:15]2)[n:9]1)[CH2:23][c:24]1[cH:25][cH:26][c:27]([CH2:28][O:29][c:30]2[cH:31][c:32]([F:43])[c:33]([CH2:36][CH2:37][C:38](=[O:39])[O:40][CH2:41][CH3:42])[cH:34][cH:35]2)[cH:44][cH:45]1. Reactants: [Cl-].[NH4+] (ammonium chloride), OC(COC1=C(C=C(C=C1)[N+](=O)[O-])NC(C)=O)C (2-acetylamino-4-nitrophenyl β-hydroxypropyl ether). The reagents and catalysts are [Zn] (zinc). Solvent: aqueous-ethanolic solution. Reaction conditions: temperature -20 celsius. The product is Cl.OC(COC1=C(C=C(C=C1)N)NC(C)=O)C (2-Acetylamino-4-aminophenyl β-hydroxypropyl ether monohydrochloride). RXN SMILES: [Cl-:1].[NH4+].[OH:3][CH:4]([CH3:20])[CH2:5][O:6][C:7]1[CH:12]=[CH:11][C:10]([N+:13]([O-])=O)=[CH:9][C:8]=1[NH:16][C:17](=[O:19])[CH3:18]>[Zn]>[ClH:1].[OH:3][CH:4]([CH3:20])[CH2:5][O:6][C:7]1[CH:12]=[CH:11][C:10]([NH2:13])=[CH:9][C:8]=1[NH:16][C:17](=[O:19])[CH3:18] |f:0.1,4.5|. Reported procedure: 1.5 g of ammonium chloride and 37.5 g of powdered zinc are added to 70 ml of an aqueous-ethanolic solution (60 ml of C2H5OH/10 ml of H2O) and this mixture is preheated to the reflux temperature, with stirring. 0.048 mol (12.2 g) of 2-acetylamino-4-nitrophenyl β-hydroxypropyl ether is then added, the addition being adjusted so as to maintain the reflux without heating. When the addition has ended, the mixture is kept under reflux for 10 minutes and filtered at the boil onto a mixture of 5 ml of e... The reactants are CCOP(=O)(C=P(c1ccccc1)(c1ccccc1)c1ccccc1)OCC, CS(C)=O, C(=NC1CCCCC1)=NC1CCCCC1, ClCCl, CC1(C)OC2C(CO)OC(n3nnc4c(NC(=O)c5ccccc5)ncnc43)C2O1, c1ccncc1. Yields the product CCOP(=O)(C=CC1OC(n2nnc3c(NC(=O)c4ccccc4)ncnc32)C2OC(C)(C)OC12)OCC. As a reaction SMILES: [CH2:52]([CH3:53])[O:54][P:55]([O:56][CH2:57][CH3:58])(=[O:59])[CH:60]=[P:61]([c:62]1[cH:63][cH:64][cH:65][cH:66][cH:67]1)([c:68]1[cH:69][cH:70][cH:71][cH:72][cH:73]1)[c:74]1[cH:75][cH:76][cH:77][cH:78][cH:79]1.[CH3:80][S:81]([CH3:82])=[O:83].[CH:31]1([N:32]=[C:33]=[N:34][CH:35]2[CH2:36][CH2:37][CH2:38][CH2:39][CH2:40]2)[CH2:41][CH2:42][CH2:43][CH2:44][CH2:45]1.[Cl:84][CH2:85][Cl:86].[OH:1][CH2:2][CH:3]1[O:4][CH:5]([n:13]2[n:14][n:15][c:16]3[c:17]2[n:18][cH:19][n:20][c:21]3[NH:22][C:23]([c:24]2[cH:25][cH:26][cH:27][cH:28][cH:29]2)=[O:30])[CH:6]2[CH:7]1[O:8][C:9]([CH3:11])([CH3:12])[O:10]2.[cH:46]1[cH:47][cH:48][n:49][cH:50][cH:51]1>>[CH:2]([CH:3]1[O:4][CH:5]([n:13]2[n:14][n:15][c:16]3[c:17]2[n:18][cH:19][n:20][c:21]3[NH:22][C:23]([c:24]2[cH:25][cH:26][cH:27][cH:28][cH:29]2)=[O:30])[CH:6]2[CH:7]1[O:8][C:9]([CH3:11])([CH3:12])[O:10]2)=[CH:60][P:55]([O:54][CH2:52][CH3:53])([O:56][CH2:57][CH3:58])=[O:59].